This data is from the Open Reaction Database (ORD), a public repository of structured organic reaction records. The task is: describe an organic reaction: reactants, conditions, products, and yield Starting materials: COC(COC1=C(C=C(C=C1)N(C)C(=O)OC(C)(C)C)C)=O ([4-(tert-butoxycarbonyl-methyl-amino)-2-methyl-phenoxy]-acetic acid methyl ester), C(=O)(C(F)(F)F)O (TFA). Solvent: C(Cl)Cl (CH2Cl2). Reaction conditions: time 30 minute. Product: COC(COC1=C(C=C(C=C1)NC)C)=O ((2-methyl-4-methylamino-phenoxy)-acetic acid methyl ester). As a reaction SMILES: [CH3:1][O:2][C:3](=[O:22])[CH2:4][O:5][C:6]1[CH:11]=[CH:10][C:9]([N:12](C(OC(C)(C)C)=O)[CH3:13])=[CH:8][C:7]=1[CH3:21].C(O)(C(F)(F)F)=O>C(Cl)Cl>[CH3:1][O:2][C:3](=[O:22])[CH2:4][O:5][C:6]1[CH:11]=[CH:10][C:9]([NH:12][CH3:13])=[CH:8][C:7]=1[CH3:21]. Reported procedure: A solution of crude 25.8 g (77 mmol) of the above prepared [4-(tert-butoxycarbonyl-methyl-amino)-2-methyl-phenoxy]-acetic acid methyl ester in 600 ml CH2Cl2 was treated at 0° C. with 198 ml TFA and stirred at RT for 30 min. The reaction was evaporated and treated with chilled aqueous saturated NaHCO3 solution/Et2O (3×). The organic phases were washed with aqueous 10% NaCl, dried over sodium sulfate, and evaporated to give 16.2 g of crude product. Purification by flash chromatography on SiO2 with...